From a dataset of the Open Reaction Database (ORD), a public repository of structured organic reaction records. describe an organic reaction: reactants, conditions, products, and yield The reactants are CCCCCCCCC1(COc2ccc([N+](=O)[O-])cc2)CCc2c(C)c(OCOC)c(C)c(C)c2O1, CC(=O)O, O, O=S(=O)(O)O, c1ccccc1. The product is CCCCCCCCC1(COc2ccc([N+](=O)[O-])cc2)CCc2c(C)c(O)c(C)c(C)c2O1. As a reaction SMILES: [CH3:1][O:2][CH2:3][O:4][c:5]1[c:6]([CH3:36])[c:7]2[c:12]([c:13]([CH3:16])[c:14]1[CH3:15])[O:11][C:10]([CH2:17][CH2:18][CH2:19][CH2:20][CH2:21][CH2:22][CH2:23][CH3:24])([CH2:25][O:26][c:27]1[cH:28][cH:29][c:30]([N+:33](=[O:34])[O-:35])[cH:31][cH:32]1)[CH2:9][CH2:8]2.[CH3:37][C:38](=[O:39])[OH:40].[OH2:52].[S:47](=[O:48])(=[O:49])([OH:50])[OH:51].[cH:41]1[cH:42][cH:43][cH:44][cH:45][cH:46]1>>[OH:4][c:5]1[c:6]([CH3:36])[c:7]2[c:12]([c:13]([CH3:16])[c:14]1[CH3:15])[O:11][C:10]([CH2:17][CH2:18][CH2:19][CH2:20][CH2:21][CH2:22][CH2:23][CH3:24])([CH2:25][O:26][c:27]1[cH:28][cH:29][c:30]([N+:33](=[O:34])[O-:35])[cH:31][cH:32]1)[CH2:9][CH2:8]2. Reactants: COC=1C=C2C(=NC=NC2=CC1OC)N1CCC2=CC=C(C=C12)N (1-(6,7-Dimethoxy-quinazolin-4-yl)-2,3-dihydro-1H-indol-6-ylamine), N1=CC=CC=C1 (pyridine), C(C)(=O)Cl (acetyl chloride). Solvent: C(Cl)(Cl)Cl (CHCl3), C(Cl)(Cl)Cl (CHCl3). The product is COC=1C=C2C(=NC=NC2=CC1OC)N1CCC2=CC=C(C=C12)NC(C)=O (N-[1-(6,7-Dimethoxy-quinazolin-4-yl)-2,3-dihydro-1H-indol-6-yl]-acetamide). Yield: 68.8%. Reaction SMILES: [CH3:1][O:2][C:3]1[CH:4]=[C:5]2[C:10](=[CH:11][C:12]=1[O:13][CH3:14])[N:9]=[CH:8][N:7]=[C:6]2[N:15]1[C:23]2[C:18](=[CH:19][CH:20]=[C:21]([NH2:24])[CH:22]=2)[CH2:17][CH2:16]1.N1C=CC=CC=1.[C:31](Cl)(=[O:33])[CH3:32]>C(Cl)(Cl)Cl>[CH3:1][O:2][C:3]1[CH:4]=[C:5]2[C:10](=[CH:11][C:12]=1[O:13][CH3:14])[N:9]=[CH:8][N:7]=[C:6]2[N:15]1[C:23]2[C:18](=[CH:19][CH:20]=[C:21]([NH:24][C:31](=[O:33])[CH3:32])[CH:22]=2)[CH2:17][CH2:16]1. Procedure details: To 1-(6,7-dimethoxy-quinazolin-4-yl)-2,3-dihydro-1H-indol-6-ylamine (99 mg, 0.307 mmol; from Example 30) and pyridine (32 μL, 0.620 mmol) in CHCl3 (5 mL) was added acetyl chloride (33 μL, 0.455 mmol). The mixture was refluxed 2 hours, diluted with CHCl3 (15 mL), and the organic solution was washed with saturated aqueous NaHCO3, dried over Na2SO4(s), filtered and concentrated in vacuo. Flash chromatography on silica (5% MeOH/CHCl3) afforded 77 mg of product. (M.P. 223°-229° C. (dec); GC-MS: 364 (...